describe an organic reaction: reactants, conditions, products, and yield From a dataset of the Open Reaction Database (ORD), a public repository of structured organic reaction records. The solvent is CO (methanol), N1=CC=CC=C1 (pyridine). Reactants: [OH-].[Na+] (sodium hydroxide), NC=1SC2=C(N1)C=CC(=C2)OC=2C=C(C=CC2)NC(C2=CC(=CC=C2)C2(CC2)C#N)=O (N-{3-[(2-amino-1,3-benzothiazol-6-yl)oxy]phenyl}-3-(1-cyanocyclopropyl)benzamide), O1C=NC(=C1)C(=O)O (1,3-oxazole-4-carboxylic acid), Cl.C(C)N=C=NCCCN(C)C (1-ethyl-3-(3-dimethylaminopropyl)carbodiimide hydrochloride), O1C=NC(=C1)C(=O)O (1,3-oxazole-4-carboxylic acid), Cl.C(C)N=C=NCCCN(C)C (1-ethyl-3-(3-dimethylaminopropyl)carbodiimide hydrochloride). Run at time 12 hour. Reported procedure: To a solution of N-{3-[(2-amino-1,3-benzothiazol-6-yl)oxy]phenyl}-3-(1-cyanocyclopropyl)benzamide (330 mg, 774 μmol) in pyridine (10 mL) were added 1,3-oxazole-4-carboxylic acid (120 mg, 1.06 mmol), N,N-dimethylpyridine-4-amine (52.3 mg, 428 μmol) and 1-ethyl-3-(3-dimethylaminopropyl)carbodiimide hydrochloride (220 mg, 1.15 mmol), and the mixture was stirred at room temperature for 12 hr. To the reaction mixture were added 1,3-oxazole-4-carboxylic acid (126 mg, 1.11 mmol) and 1-ethyl-3-(3-dimeth... As a reaction SMILES: [NH2:1][C:2]1[S:3][C:4]2[CH:10]=[C:9]([O:11][C:12]3[CH:13]=[C:14]([NH:18][C:19](=[O:31])[C:20]4[CH:25]=[CH:24][CH:23]=[C:22]([C:26]5([C:29]#[N:30])[CH2:28][CH2:27]5)[CH:21]=4)[CH:15]=[CH:16][CH:17]=3)[CH:8]=[CH:7][C:5]=2[N:6]=1.[O:32]1[CH:36]=[C:35]([C:37](O)=[O:38])[N:34]=[CH:33]1.Cl.C(N=C=NCCCN(C)C)C.[OH-].[Na+]>N1C=CC=CC=1.CN(C)C1C=CN=CC=1.CO>[C:29]([C:26]1([C:22]2[CH:21]=[C:20]([CH:25]=[CH:24][CH:23]=2)[C:19]([NH:18][C:14]2[CH:13]=[C:12]([CH:17]=[CH:16][CH:15]=2)[O:11][C:9]2[CH:8]=[CH:7][C:5]3[N:6]=[C:2]([NH:1][C:37]([C:35]4[N:34]=[CH:33][O:32][CH:36]=4)=[O:38])[S:3][C:4]=3[CH:10]=2)=[O:31])[CH2:27][CH2:28]1)#[N:30] |f:2.3,4.5|. Product: C(#N)C1(CC1)C=1C=C(C(=O)NC=2C=C(OC3=CC4=C(N=C(S4)NC(=O)C=4N=COC4)C=C3)C=CC2)C=CC1 (N-[6-(3-{[3-(1-cyanocyclopropyl)benzoyl]amino}phenoxy)-1,3-benzothiazol-2-yl]-1,3-oxazole-4-carboxamide). Isolated yield 38.6%. The reagents and catalysts are CN(C1=CC=NC=C1)C (N,N-dimethylpyridine-4-amine). Starting materials: O=C(OO)c1cccc(Cl)c1, ClCCl, COC(=O)c1ccc(O)cn1. RXN SMILES: [Cl:12][c:13]1[cH:14][cH:15][cH:16][c:17]([C:18]([O:19][OH:21])=[O:20])[cH:22]1.[Cl:23][CH2:24][Cl:25].[OH:1][c:2]1[cH:3][cH:4][c:5]([C:8](=[O:9])[O:10][CH3:11])[n:6][cH:7]1>>[OH:1][c:2]1[cH:3][cH:4][c:5]([C:8](=[O:9])[O:10][CH3:11])[n+:6]([O-:20])[cH:7]1. The product is COC(=O)c1ccc(O)c[n+]1[O-]. The reactants are C(C1=CC=CC=C1)=NO (benzaldoxime), C#CC(CC)O (1-pentyne-3-ol), aqueous solution, Cl[O-].[Na+] (sodium hypochlorite). Run in ClCCl (dichloromethane). The product is OC(CC)C1=CC(=NO1)C1=CC=CC=C1 (5-(1-hydroxypropyl)-3-phenylisooxazole). Reaction SMILES: [CH:1](=[N:8][OH:9])[C:2]1[CH:7]=[CH:6][CH:5]=[CH:4][CH:3]=1.[CH:10]#[C:11][CH:12]([OH:15])[CH2:13][CH3:14].Cl[O-].[Na+]>ClCCl>[OH:15][CH:12]([C:11]1[O:9][N:8]=[C:1]([C:2]2[CH:7]=[CH:6][CH:5]=[CH:4][CH:3]=2)[CH:10]=1)[CH2:13][CH3:14] |f:2.3|. Procedure details: In 12.5 ml of dichloromethane, were dissolved 2.5 g (20.7 mmol) of benzaldoxime and 2.1 g (25.0 mmol) of 1-pentyne-3-ol. Under ice cooling, 14.5 g of a 12.0% aqueous solution of sodium hypochlorite were added dropwise addition, they were reacted at room temperature for 3 hours, followed by the extraction of the organic layer with dichloromethane. The extract was washed with water and the resulting organic layer was dried over anhydrous sodium sulfate. The solvent was distilled off under reduced ...